From a dataset of the Open Reaction Database (ORD), a public repository of structured organic reaction records. describe an organic reaction: reactants, conditions, products, and yield The reactants are CCOCc1nc2c(N)nc(C)c(C)c2n1CCC1CCNCC1, O=C(Cl)N1CCOCC1. Yields the product CCOCc1nc2c(N)nc(C)c(C)c2n1CCC1CCN(C(=O)N2CCOCC2)CC1. As a reaction SMILES: [CH2:1]([CH3:2])[O:3][CH2:4][c:5]1[n:6]([CH2:17][CH2:18][CH:19]2[CH2:20][CH2:21][NH:22][CH2:23][CH2:24]2)[c:7]2[c:8]([c:9]([NH2:15])[n:10][c:11]([CH3:14])[c:12]2[CH3:13])[n:16]1.[O:25]1[CH2:26][CH2:27][N:28]([C:31](=[O:32])[Cl:33])[CH2:29][CH2:30]1>>[CH2:1]([CH3:2])[O:3][CH2:4][c:5]1[n:6]([CH2:17][CH2:18][CH:19]2[CH2:20][CH2:21][N:22]([C:31]([N:28]3[CH2:27][CH2:26][O:25][CH2:30][CH2:29]3)=[O:32])[CH2:23][CH2:24]2)[c:7]2[c:8]([c:9]([NH2:15])[n:10][c:11]([CH3:14])[c:12]2[CH3:13])[n:16]1.